Dataset: the Open Reaction Database (ORD), a public repository of structured organic reaction records. Task: describe an organic reaction: reactants, conditions, products, and yield Reactants: CC1=CC=C(C=C1)S(=O)(=O)NN (4-Methylbenzenesulphonic acid hydrazide), CC1=CC=C(C=C1)S(=O)(=O)O (4-methylbenzenesulphonic acid), C[C@@]12C(CC[C@H]1[C@@H]1CC[C@H]3CC=CC[C@]3(C)[C@H]1CC2)=O ((5α)-androst-2-en-17-one). The solvent is C(C)O (ethanol), C(C)O (ethanol). As a reaction SMILES: [CH3:1][C:2]1[CH:7]=[CH:6][C:5]([S:8]([NH:11][NH2:12])(=[O:10])=[O:9])=[CH:4][CH:3]=1.CC1C=CC(S(O)(=O)=O)=CC=1.[CH3:24][C@:25]12[CH2:42][CH2:41][C@H:40]3[C@@H:30]([CH2:31][CH2:32][C@@H:33]4[C@:38]3([CH3:39])[CH2:37][CH:36]=[CH:35][CH2:34]4)[C@@H:29]1[CH2:28][CH2:27][C:26]2=O>C(O)C>[CH3:24][C@:25]12[CH2:42][CH2:41][C@H:40]3[C@@H:30]([CH2:31][CH2:32][C@@H:33]4[C@:38]3([CH3:39])[CH2:37][CH:36]=[CH:35][CH2:34]4)[C@@H:29]1[CH2:28][CH2:27][C:26]2=[N:12][NH:11][S:8]([C:5]1[CH:6]=[CH:7][C:2]([CH3:1])=[CH:3][CH:4]=1)(=[O:10])=[O:9]. Procedure details: 4-Methylbenzenesulphonic acid hydrazide (525 g) and 4-methylbenzenesulphonic acid (5.25 g) were added to a hot, stirred solution of (5α)-androst-2-en-17-one (700 g) in ethanol (5.6 l) and the solution was heated under reflux for 8 h. The stirred mixture was cooled and further ethanol (1 l) was added to give 4-methylbenzenesulphonic acid [(5α)-androst-2-en-17-ylidene]hydrazide as a crystalline solid. Yields the product C[C@@]12C(CC[C@H]1[C@@H]1CC[C@H]3CC=CC[C@]3(C)[C@H]1CC2)=NNS(=O)(=O)C2=CC=C(C=C2)C (4-methylbenzenesulphonic acid [(5α)-androst-2-en-17-ylidene]hydrazide).